This data is from the Open Reaction Database (ORD), a public repository of structured organic reaction records. The task is: describe an organic reaction: reactants, conditions, products, and yield Reactants: CCN=C=NCCCN(C)C.Cl (EDCl), compound, C=1C=CC2=C(C1)N=NN2O (HOBT), C1(CC1)S(=O)(=O)C1=CC=C(C=C1)C(C(=O)O)NC1=C(C=C(C=C1)F)F (2-(4-cyclopropylsulfonylphenyl)-2-(2,4-difluoroanilino)acetic acid), C(C)(C)(C)OC(=O)C=1C=NC(=CC1)N (6-aminopyridine-3-carboxylic acid tert-butyl ester), CN1CCOCC1 (N-methyl morpholine). Run in C(Cl)Cl (DCM). The product is C1(CC1)S(=O)(=O)C1=CC=C(C=C1)C(C(=O)NC1=CC=C(C=N1)C(=O)OC(C)(C)C)NC1=C(C=C(C=C1)F)F (tert-Butyl 6-[[2-(4-cyclopropylsulfonylphenyl)-2-(2,4-difluoroanilino)acetyl]amino]pyridine-3-carboxylate). Yield: 14.0%. As a reaction SMILES: [CH:1]1([S:4]([C:7]2[CH:12]=[CH:11][C:10]([CH:13]([NH:17][C:18]3[CH:23]=[CH:22][C:21]([F:24])=[CH:20][C:19]=3[F:25])[C:14](O)=[O:15])=[CH:9][CH:8]=2)(=[O:6])=[O:5])[CH2:3][CH2:2]1.[C:26]([O:30][C:31]([C:33]1[CH:34]=[N:35][C:36]([NH2:39])=[CH:37][CH:38]=1)=[O:32])([CH3:29])([CH3:28])[CH3:27].C1C=CC2N(O)N=NC=2C=1.CCN=C=NCCCN(C)C.Cl.CN1CCOCC1>C(Cl)Cl>[CH:1]1([S:4]([C:7]2[CH:8]=[CH:9][C:10]([CH:13]([NH:17][C:18]3[CH:23]=[CH:22][C:21]([F:24])=[CH:20][C:19]=3[F:25])[C:14]([NH:39][C:36]3[N:35]=[CH:34][C:33]([C:31]([O:30][C:26]([CH3:29])([CH3:27])[CH3:28])=[O:32])=[CH:38][CH:37]=3)=[O:15])=[CH:11][CH:12]=2)(=[O:5])=[O:6])[CH2:2][CH2:3]1 |f:3.4|. Reported procedure: The compound of example A8 was obtained by similar method described in example A1 using 2-(4-cyclopropylsulfonylphenyl)-2-(2,4-difluoroanilino)acetic acid (Preparation 3, 0.150 g, 0.408 mmol), 6-aminopyridine-3-carboxylic acid tert-butyl ester (preparation 54, 0.095 g, 0.49 mmol), HOBT (0.082 g, 0.612 mmol), and EDCl (0.116 g, 0.612 mmol), N-methyl morpholine (0.103 g, 1.02 mmom) in DCM (4 mL) to provide the title compound (0.031 g). The reactants are C1(=CC=CC=C1)C(C(=O)OC1=CC=CC=C1)=O (phenyl phenylglyoxylate), C1(=CC=CC=C1)C(C(=O)OC1=CC=C(C=C1)Cl)=O (4-chlorophenyl phenylglyoxylate). Reagents/catalysts: [Cl-].C1(=CC=CC=C1)[P+](C1=CC=CC=C1)(C1=CC=CC=C1)C1=CC=CC=C1 (tetraphenylphosphonium chloride). Solvent: C(Cl)(Cl)Cl (chloroform). The product is ClC1=CC=C(C(=O)OC2=CC=CC=C2)C=C1 (Phenyl 4-Chlorobenzoate). As a reaction SMILES: [C:1]1([C:7](=O)[C:8]([O:10][C:11]2[CH:16]=[CH:15][CH:14]=[CH:13][CH:12]=2)=[O:9])[CH:6]=[CH:5][CH:4]=[CH:3]C=1.C1(C(=O)C(OC2C=CC([Cl:34])=CC=2)=O)C=CC=CC=1>[Cl-].C1([P+](C2C=CC=CC=2)(C2C=CC=CC=2)C2C=CC=CC=2)C=CC=CC=1.C(Cl)(Cl)Cl>[Cl:34][C:5]1[CH:4]=[CH:3][C:7]([C:8]([O:10][C:11]2[CH:12]=[CH:13][CH:14]=[CH:15][CH:16]=2)=[O:9])=[CH:1][CH:6]=1 |f:2.3|. Procedure: The decarbonylation reaction of Example 79 was repeated except that phenyl phenylglyoxylate (PPG) was replaced with 4-chlorophenyl phenylglyoxylate (4-CPPG), and that the amounts of tetraphenylphosphonium chloride and chloroform were changed as set forth in Table 13. The results are set forth in Table 13. The reactants are CCOC(=O)c1cn(C2CC2)nc1N, CCOC(=O)c1cnn(C2CC2)c1N, CC#N, [Cl-], Cl, CC(C)(C)ON=O. Product: CCOC(=O)c1cnn(C2CC2)c1Cl. Reaction SMILES: [CH2:23]([O:24][C:25]([c:26]1[c:27]([NH2:28])[n:29][n:30]([CH:31]2[CH2:32][CH2:33]2)[cH:34]1)=[O:35])[CH3:36].[CH2:9]([CH3:10])[O:11][C:12](=[O:13])[c:14]1[cH:15][n:16][n:17]([CH:20]2[CH2:21][CH2:22]2)[c:18]1[NH2:19].[CH3:38][C:39]#[N:40].[Cl-:8].[ClH:37].[N:1]([O:2][C:3]([CH3:4])([CH3:5])[CH3:6])=[O:7]>>[Cl:8][c:18]1[c:14]([C:12]([O:11][CH2:9][CH3:10])=[O:13])[cH:15][n:16][n:17]1[CH:20]1[CH2:21][CH2:22]1. Reactants: ClCC1=CC(OC2=C(C(=C(C=C12)F)O)F)=O (4-chloromethyl-6,8-difluoro-7-hydroxy-2-chromenone), S(O)(O)(=O)=O (sulfuric acid). The solvent is [OH-].[Na+] (NaOH). The product is FC=1C(=C(C2=C(C(=CO2)CC(=O)O)C1)F)O ((5,7-difluoro-6-hydroxy-benzofuran-3-yl)-acetic acid). Reaction SMILES: Cl[CH2:2][C:3]1[C:12]2[C:7](=[C:8]([F:15])[C:9]([OH:14])=[C:10]([F:13])[CH:11]=2)[O:6][C:5](=[O:16])[CH:4]=1.S(=O)(=O)(O)[OH:18]>[OH-].[Na+]>[F:13][C:10]1[C:9]([OH:14])=[C:8]([F:15])[C:7]2[O:6][CH:2]=[C:3]([CH2:4][C:5]([OH:16])=[O:18])[C:12]=2[CH:11]=1 |f:2.3|. Procedure: 4-Chloromethyl-6,8-difluoro-7-hydroxy-2-chromenone (0.2 g, 0.81 mmol) obtained in Step A was dissolved in 1N NaOH aqueous solution (8 mL), and the mixture was stirred under reflux for 2 hours. The reactant was acidified by the addition of sulfuric acid, and then extracted with EtOAc. The organic layer was dried with MgSO4, and distilled under reduced pressure to obtain the title compound (0.16 g). The reactants are C(C)OC(=O)N1CCC(CC1)C1=CNC2=CC=CC=C12 (4-(1H-indol-3-yl)-piperidine-1-carboxylic acid ethyl ester), solution, BrCC1=COC=C1 (3-bromomethyl-furan). The solvent is C(C)OCC (ethyl ether). Reaction conditions: time 18 hour. Yields the product C(C)OC(=O)N1CCC(CC1)C1=CN(C2=CC=CC=C12)CC1=COC=C1 (4-(1-furan-3-ylmethyl-1H-indol-3-yl)-piperidine-1-carboxylic acid ethyl ester). The yield is 99.0%. As a reaction SMILES: [CH2:1]([O:3][C:4]([N:6]1[CH2:11][CH2:10][CH:9]([C:12]2[C:20]3[C:15](=[CH:16][CH:17]=[CH:18][CH:19]=3)[NH:14][CH:13]=2)[CH2:8][CH2:7]1)=[O:5])[CH3:2].Br[CH2:22][C:23]1[CH:27]=[CH:26][O:25][CH:24]=1>C(OCC)C>[CH2:1]([O:3][C:4]([N:6]1[CH2:11][CH2:10][CH:9]([C:12]2[C:20]3[C:15](=[CH:16][CH:17]=[CH:18][CH:19]=3)[N:14]([CH2:22][C:23]3[CH:27]=[CH:26][O:25][CH:24]=3)[CH:13]=2)[CH2:8][CH2:7]1)=[O:5])[CH3:2]. Procedure details: This compound was prepared following the procedure described in example 13 (part B) starting with 4 g (13.7 mmol) 4-(1H-indol-3-yl)-piperidine-1-carboxylic acid ethyl ester and 16 mL (16 mmol) of a freshly prepared 1M solution in ethyl ether of 3-bromomethyl-furan. The reaction mixture was stirred at room temperature for 18 hours. After standard work-up, 5.3 g (99% of yield) of 4-(1-furan-3-ylmethyl-1H-indol-3-yl)-piperidine-1-carboxylic acid ethyl ester were obtained. Starting materials: BrC=1SC(=C(N1)C)CN1CCC2(CC1)C=CC1=CC=CC=C12 (2-bromo-4-methyl-5-(spiro[indene-1,4′-piperidine]-1′-ylmethyl) thiazole), [Li]CCCC (n-BuLi), [NH4+].[Cl-] (NH4Cl), CN(C)C=O (DMF). Run in C1CCOC1 (THF), O (water). Run at temperature -45 celsius, time 30 minute. Yields the product CC=1N=C(SC1CN1CCC2(CC1)C=CC1=CC=CC=C12)C=O (4-Methyl-5-(spiro[indene-1,4′-piperidine]-1′-ylmethyl)thiazole-2-carbaldehyde). The yield is 85.0%. RXN SMILES: Br[C:2]1[S:3][C:4]([CH2:8][N:9]2[CH2:14][CH2:13][C:12]3([C:22]4[C:17](=[CH:18][CH:19]=[CH:20][CH:21]=4)[CH:16]=[CH:15]3)[CH2:11][CH2:10]2)=[C:5]([CH3:7])[N:6]=1.[Li]CCCC.CN([CH:31]=[O:32])C.[NH4+].[Cl-]>C1COCC1.O>[CH3:7][C:5]1[N:6]=[C:2]([CH:31]=[O:32])[S:3][C:4]=1[CH2:8][N:9]1[CH2:14][CH2:13][C:12]2([C:22]3[C:17](=[CH:18][CH:19]=[CH:20][CH:21]=3)[CH:16]=[CH:15]2)[CH2:11][CH2:10]1 |f:3.4|. Procedure: To a solution of 2-bromo-4-methyl-5-(spiro[indene-1,4′-piperidine]-1′-ylmethyl) thiazole (3.8 g, 10.12 mmol) in THF is added n-BuLi (0.713 g, 11.13 mmol) at −78° C. The mixture is warmed to −45° C. and stirred for 30 minutes. DMF (1.5 mL) is added dropwise to the mixture at −78° C. and the mixture is slowly warmed to room temperature and stirred for an hour. The mixture is cooled to −78° C., diluted with water, followed by NH4Cl solution. The mixture is extracted with ethyl acetate, dried over N... Starting materials: BrC=1C=CC(=C(C1)C(=O)C1=C(C(=C(C=C1)OCC)F)F)Cl ((5-bromo-2-chloro-phenyl)-(4-ethoxy-2,3-difluoro-phenyl)methanone), triethyl silicane, C([O-])(O)=O.[Na+] (sodium bicarbonate), B(F)(F)F.CCOCC (boron trifluoride diethyl ether). Solvent: C(C)#N (acetonitrile). Run at time 15 hour. Product: BrC=1C=CC(=C(C1)CC1=C(C(=C(C=C1)OCC)F)F)Cl (1-[(5-bromo-2-chloro-phenyl)methyl]-4-ethoxy-2,3-difluoro-benzene). Yield: 55.8%. RXN SMILES: [Br:1][C:2]1[CH:3]=[CH:4][C:5]([Cl:21])=[C:6]([C:8]([C:10]2[CH:15]=[CH:14][C:13]([O:16][CH2:17][CH3:18])=[C:12]([F:19])[C:11]=2[F:20])=O)[CH:7]=1.B(F)(F)F.CCOCC.C(=O)(O)[O-].[Na+]>C(#N)C>[Br:1][C:2]1[CH:3]=[CH:4][C:5]([Cl:21])=[C:6]([CH2:8][C:10]2[CH:15]=[CH:14][C:13]([O:16][CH2:17][CH3:18])=[C:12]([F:19])[C:11]=2[F:20])[CH:7]=1 |f:1.2,3.4|. Reported procedure: To a solution of (5-bromo-2-chloro-phenyl)-(4-ethoxy-2,3-difluoro-phenyl)methanone 23d (17.6 g, 46.8 mmol) in acetonitrile (100 mL) was added triethyl silicane (18.7 mL, 117.1 mmol) at 15° C., and then boron trifluoride diethyl ether (28.9 mL, 234.1 mmol) was added. The mixture was warmed up to room temperature and stirred for 15 hours. The reaction mixture was adjusted with saturated aqueous sodium bicarbonate to pH 7 and extracted with ethyl acetate (150 mL×3). The combined organic layers were...